This data is from the Open Reaction Database (ORD), a public repository of structured organic reaction records. The task is: describe an organic reaction: reactants, conditions, products, and yield Starting materials: Cc1ccc(S(=O)(=O)OC(COCc2ccccc2)CC(C#N)c2ccccc2)cc1, C[Si](C)(C)[N-][Si](C)(C)C, Cc1ccccc1, [Li+]. Yields the product N#CC1(c2ccccc2)CC1COCc1ccccc1. Reaction SMILES: [CH3:11][c:12]1[cH:13][cH:14][c:15]([S:16]([O:17][CH:22]([CH2:23][CH:24]([c:25]2[cH:26][cH:27][cH:28][cH:29][cH:30]2)[C:31]#[N:32])[CH2:33][O:34][CH2:35][c:36]2[cH:37][cH:38][cH:39][cH:40][cH:41]2)(=[O:18])=[O:19])[cH:20][cH:21]1.[CH3:2][Si:3]([N-:4][Si:5]([CH3:6])([CH3:7])[CH3:8])([CH3:9])[CH3:10].[CH3:42][c:43]1[cH:44][cH:45][cH:46][cH:47][cH:48]1.[Li+:1]>>[CH:22]1([CH2:33][O:34][CH2:35][c:36]2[cH:37][cH:38][cH:39][cH:40][cH:41]2)[CH2:23][C:24]1([c:25]1[cH:26][cH:27][cH:28][cH:29][cH:30]1)[C:31]#[N:32]. Reactants: ClC1=C(C=CC=C1)C1=NC2=C(C=NNC2=O)N1C1=CC=C(C=C1)Cl (2-(2-chloro-phenyl)-1-(4-chloro-phenyl)-1,5-dihydro-imidazo[4,5-d]pyridazin-4-one), O=P(Cl)(Cl)Cl (POCl3). Product: ClC1=C2C(=CN=N1)N(C(=N2)C2=C(C=CC=C2)Cl)C2=CC=C(C=C2)Cl (4-Chloro-2-(2-chloro-phenyl)-1-(4-chloro-phenyl)-1H-imidazo[4.5-d]pyridazine). As a reaction SMILES: [Cl:1][C:2]1[CH:7]=[CH:6][CH:5]=[CH:4][C:3]=1[C:8]1[N:17]([C:18]2[CH:23]=[CH:22][C:21]([Cl:24])=[CH:20][CH:19]=2)[C:11]2[CH:12]=[N:13][NH:14][C:15](=O)[C:10]=2[N:9]=1.O=P(Cl)(Cl)[Cl:27]>>[Cl:27][C:15]1[N:14]=[N:13][CH:12]=[C:11]2[N:17]([C:18]3[CH:23]=[CH:22][C:21]([Cl:24])=[CH:20][CH:19]=3)[C:8]([C:3]3[CH:4]=[CH:5][CH:6]=[CH:7][C:2]=3[Cl:1])=[N:9][C:10]=12. Procedure details: A solution of 2-(2-chloro-phenyl)-1-(4-chloro-phenyl)-1,5-dihydro-imidazo[4,5-d]pyridazin-4-one (I-2g, 22 mg, 0.062 mmol) in POCl3 (3 ml) was heated under reflux for 2.5 hours. The reaction mixture was cooled to room temperature and the solvent was removed under vacuum. The residue was dissolved in toluene and again concentrated. This procedure was repeated twice. The residue was then taken up in CH2Cl2, and H2O was added. The pH of the aqueous solution was adjusted via addition of sat'd aq NaHC...